This data is from the Open Reaction Database (ORD), a public repository of structured organic reaction records. The task is: describe an organic reaction: reactants, conditions, products, and yield Solvent: CN(C(C)=O)C (N,N-dimethylacetamide). Yields the product ClC1=C(C=CC=C1)S(=O)(=O)C1=CC=C(C=C1)NC(C(C(F)(F)F)(C)O)=O (N-[4-(2-Chlorophenylsulfonyl)phenyl]-3,3,3-trifluoro-2-hydroxy-2-methyl propanamide). Run at time 1 hour. Reactants: O (water), FC(C(C(=O)O)(C)O)(F)F (3,3,3-trifluoro-2-hydroxy-2-methylpropanoic acid), ClC1=C(C=CC=C1)S(=O)(=O)C1=CC=C(C=C1)N (4-(2-Chlorophenylsulfonyl)benzenamine), S(=O)(Cl)Cl (thionyl chloride). Procedure: To a stirred, cooled (-20° C.) solution of 3,3,3-trifluoro-2-hydroxy-2-methylpropanoic acid (0.89 g, 5.6 mmol) in N,N-dimethylacetamide (10 mL) was added thionyl chloride (0.67 g, 5.6 mmol) and the mixture stirred at -10° to -15° C. for 1 hour. 4-(2-Chlorophenylsulfonyl)benzenamine (1.00 g, 3.7 mmol) was added in one portion to the orange solution and the mixture stirred at room temperature overnight. The brown solution was poured into water and the aqueous solution extracted with ethyl acetate ... RXN SMILES: [F:1][C:2]([F:10])([F:9])[C:3]([OH:8])([CH3:7])[C:4](O)=[O:5].S(Cl)(Cl)=O.[Cl:15][C:16]1[CH:21]=[CH:20][CH:19]=[CH:18][C:17]=1[S:22]([C:25]1[CH:30]=[CH:29][C:28]([NH2:31])=[CH:27][CH:26]=1)(=[O:24])=[O:23].O>CN(C)C(=O)C>[Cl:15][C:16]1[CH:21]=[CH:20][CH:19]=[CH:18][C:17]=1[S:22]([C:25]1[CH:30]=[CH:29][C:28]([NH:31][C:4](=[O:5])[C:3]([OH:8])([CH3:7])[C:2]([F:10])([F:9])[F:1])=[CH:27][CH:26]=1)(=[O:24])=[O:23]. The yield is 94.8%.